Dataset: the Open Reaction Database (ORD), a public repository of structured organic reaction records. Task: describe an organic reaction: reactants, conditions, products, and yield The reactants are NC1=C2C(=NC=N1)N(N=C2C)C(C)C=2C(=C(C(=C(C2)Cl)C#N)C2CN(C2)C(=O)OC(C)(C)C)OCC (tert-butyl 3-{3-[1-(4-amino-3-methyl-1H-pyrazolo[3,4-d]pyrimidin-1-yl)ethyl]-5-chloro-6-cyano-2-ethoxyphenyl}azetidine-1-carboxylate), FC(C(=O)O)(F)F (trifluoroacetic acid), ice. Run in CO (methanol), C(Cl)Cl (methylene chloride). Run at time 30 minute. Yields the product NC1=C2C(=NC=N1)N(N=C2C)C(C)C2=C(C(=C(C#N)C(=C2)Cl)C2CNC2)OCC (4-[1-(4-Amino-3-methyl-1H-pyrazolo[3,4-d]pyrimidin-1-yl)ethyl]-2-azetidin-3-yl-6-chloro-3-ethoxybenzonitrile). Yield: 104.1%. RXN SMILES: [NH2:1][C:2]1[N:7]=[CH:6][N:5]=[C:4]2[N:8]([CH:12]([C:14]3[C:15]([O:34][CH2:35][CH3:36])=[C:16]([CH:23]4[CH2:26][N:25](C(OC(C)(C)C)=O)[CH2:24]4)[C:17]([C:21]#[N:22])=[C:18]([Cl:20])[CH:19]=3)[CH3:13])[N:9]=[C:10]([CH3:11])[C:3]=12.FC(F)(F)C(O)=O>C(Cl)Cl.CO>[NH2:1][C:2]1[N:7]=[CH:6][N:5]=[C:4]2[N:8]([CH:12]([C:14]3[CH:19]=[C:18]([Cl:20])[C:17]([C:21]#[N:22])=[C:16]([CH:23]4[CH2:24][NH:25][CH2:26]4)[C:15]=3[O:34][CH2:35][CH3:36])[CH3:13])[N:9]=[C:10]([CH3:11])[C:3]=12. Procedure: A solution of tert-butyl 3-{3-[1-(4-amino-3-methyl-1H-pyrazolo[3,4-d]pyrimidin-1-yl)ethyl]-5-chloro-6-cyano-2-ethoxyphenyl}azetidine-1-carboxylate (peak 1 enantiomer from step 5) (2.2 g, 4.2 mmol) in methylene chloride (11 mL) was treated with trifluoroacetic acid (11 mL) dropwise and stirred at room temperature for 30 min. The reaction mixture was concentrated to an oil that was reconcentrated from ethanol (2×) to give a residue. This material was dissolved in a minimum amount of methanol, adde... Reactants: [Br-].[Br-].[Br-].[NH+]1=CC=CC=C1.[NH+]1=CC=CC=C1.[NH+]1=CC=CC=C1 (pyridinium tribromide), C(C)(=O)C=1C=NC=CC1 (3-acetyl pyridine), Br (hydrobromic acid). The solvent is C(C)(=O)O (acetic acid), C(C)(=O)O (acetic acid). Reaction conditions: time 12 hour. The product is BrCC(=O)C=1C=NC=CC1 (2-bromo-1-pyridin-3-yl-ethanone). Isolated yield 52.0%. Reaction SMILES: [C:1]([C:4]1[CH:5]=[N:6][CH:7]=[CH:8][CH:9]=1)(=[O:3])[CH3:2].[BrH:10].[Br-].[Br-].[Br-].[NH+]1C=CC=CC=1.[NH+]1C=CC=CC=1.[NH+]1C=CC=CC=1>C(O)(=O)C>[Br:10][CH2:2][C:1]([C:4]1[CH:5]=[N:6][CH:7]=[CH:8][CH:9]=1)=[O:3] |f:2.3.4.5.6.7|. Procedure details: To a solution of 3-acetyl pyridine (2.71 ml, 24.74 mmol) in acetic acid (7.5 ml) was added 33% hydrobromic acid in acetic acid (7.5 ml) and then pyridinium tribromide (8.70 g, 27.21 mmol). The reaction mixture was stirred at room temperature for 12 hr to give a solid. The solid was filtered, washed with acetic acid and hexane and then dried under vacuum to give 2-bromo-1-pyridin-3-yl-ethanone 3.61 g (52%). The reactants are solid, BrC1=CC(=CC=2C=C3N(C12)CCNC3=O)C#N (6-bromo-1-oxo-1,2,3,4-tetrahydro-pyrazino[1,2-a]indole-8-carbonitrile), BrC1=CC(=CC=2C=C3N(C12)CCNC3=O)C#N (6-bromo-1-oxo-1,2,3,4-tetrahydro-pyrazino[1,2-a]indole-8-carbonitrile), ClC1=CC=C(C=C1)B(O)O (4-chloro-phenylboronic acid). Yields the product ClC1=CC=C(C=C1)C1=CC(=CC=2C=C3N(C12)CCNC3=O)C#N (6-(4-Chloro-phenyl)-1-oxo-1,2,3,4-tetrahydro-pyrazino[1,2-a]indole-8-carbonitrile). Reaction SMILES: Br[C:2]1[C:10]2[N:9]3[CH2:11][CH2:12][NH:13][C:14](=[O:15])[C:8]3=[CH:7][C:6]=2[CH:5]=[C:4]([C:16]#[N:17])[CH:3]=1.[Cl:18][C:19]1[CH:24]=[CH:23][C:22](B(O)O)=[CH:21][CH:20]=1>>[Cl:18][C:19]1[CH:24]=[CH:23][C:22]([C:2]2[C:10]3[N:9]4[CH2:11][CH2:12][NH:13][C:14](=[O:15])[C:8]4=[CH:7][C:6]=3[CH:5]=[C:4]([C:16]#[N:17])[CH:3]=2)=[CH:21][CH:20]=1. Procedure details: The title compound, off-white solid (68 mg, 85%), MS (ISP) m/z=322.4 [(M+H)+], mp 316.5° C., was prepared in accordance with the general method of example 1 from 6-bromo-1-oxo-1,2,3,4-tetrahydro-pyrazino[1,2-a]indole-8-carbonitrile (intermediate 15) (72.5 mg, 0.25 mmol) and commercially available 4-chloro-phenylboronic acid (50.8 mg, 0.325 mmol). RXN SMILES: [O:1]1[CH:6]=[CH:5][CH2:4][CH2:3][CH2:2]1.[Br:7][CH2:8][CH2:9][CH2:10][CH2:11][C:12]([CH3:21])([C:15]1[CH:20]=[CH:19][CH:18]=[CH:17][CH:16]=1)[CH2:13][OH:14]>C(Cl)Cl.O.C1(C)C=CC(S(O)(=O)=O)=CC=1>[Br:7][CH2:8][CH2:9][CH2:10][CH2:11][C:12]([CH3:21])([C:15]1[CH:16]=[CH:17][CH:18]=[CH:19][CH:20]=1)[CH2:13][O:14][CH:6]1[CH2:5][CH2:4][CH2:3][CH2:2][O:1]1 |f:3.4|. Product: BrCCCCC(COC1OCCCC1)(C1=CC=CC=C1)C (2-(6-Bromo-2-methyl-2-phenylhexyloxy)-tetrahydropyran). Isolated yield 70.4%. Procedure details: Under N2 atmosphere and cooling with an ice bath, 3,4-dihydro-2H-pyran (33.86 g, 0.40 mol) was added dropwise to a stirred solution of 206d (88.0 g, 0.32 mol) and p-toluenesulfonic acid hydrate (0.05 g, 0.03 mmol) in CH2Cl2 (700 mL). After the addition, the reaction mixture was allowed to warm to room temperature and stirred overnight. The solution was filtered through aluminum oxide (160 g) and the aluminum oxide was washed with CH2Cl2 (800 mL). The filtrate was concentrated in vacuo and purifi... Run in C(Cl)Cl (CH2Cl2). Conditions: time 8 hour. Reactants: O1CCCC=C1 (3,4-dihydro-2H-pyran), BrCCCCC(CO)(C1=CC=CC=C1)C (6-Bromo-2-methyl-2-phenylhexan-1-ol). Reagents/catalysts: O.C1(=CC=C(C=C1)S(=O)(=O)O)C (p-toluenesulfonic acid hydrate). Reactants: OCCOC1=CC=C(C=C1)I (4-(2-hydroxyethoxy)phenyl iodide), C1(CCCC1)OC=1C=C(C=CC1OC)C1(CCC2(CC1)OCCO2)C#C (4-(3-cyclopentyloxy-4-methoxyphenyl)-1,1-(ethylenedioxy)-4-ethynylcyclohexane), cuprous iodide, C1(=CC=CC=C1)P(C1=CC=CC=C1)C1=CC=CC=C1 (triphenylphosphine). Reagents/catalysts: C=1C=CC(=CC1)[P](C=2C=CC=CC2)(C=3C=CC=CC3)[Pd]([P](C=4C=CC=CC4)(C=5C=CC=CC5)C=6C=CC=CC6)([P](C=7C=CC=CC7)(C=8C=CC=CC8)C=9C=CC=CC9)[P](C=1C=CC=CC1)(C=1C=CC=CC1)C=1C=CC=CC1 (tetrakis(triphenylphosphine)palladium). The solvent is N1CCCCC1 (piperidine). The product is C1(CCCC1)OC=1C=C(C=CC1OC)C1(CCC2(CC1)OCCO2)C#CC2=CC=C(C=C2)OCCO (4-(3-cyclopentyloxy-4-methoxyphenyl)-4-(2-[4-(2-hydroxyethan-1-oxy)phenyl]ethynyl)-1,1-(ethylenedioxy)cyclohexane). RXN SMILES: [OH:1][CH2:2][CH2:3][O:4][C:5]1[CH:10]=[CH:9][C:8](I)=[CH:7][CH:6]=1.[CH:12]1([O:17][C:18]2[CH:19]=[C:20]([C:26]3([C:36]#[CH:37])[CH2:31][CH2:30][C:29]4([O:35][CH2:34][CH2:33][O:32]4)[CH2:28][CH2:27]3)[CH:21]=[CH:22][C:23]=2[O:24][CH3:25])[CH2:16][CH2:15][CH2:14][CH2:13]1.C1(P(C2C=CC=CC=2)C2C=CC=CC=2)C=CC=CC=1>N1CCCCC1.C1C=CC([P]([Pd]([P](C2C=CC=CC=2)(C2C=CC=CC=2)C2C=CC=CC=2)([P](C2C=CC=CC=2)(C2C=CC=CC=2)C2C=CC=CC=2)[P](C2C=CC=CC=2)(C2C=CC=CC=2)C2C=CC=CC=2)(C2C=CC=CC=2)C2C=CC=CC=2)=CC=1>[CH:12]1([O:17][C:18]2[CH:19]=[C:20]([C:26]3([C:36]#[C:37][C:8]4[CH:9]=[CH:10][C:5]([O:4][CH2:3][CH2:2][OH:1])=[CH:6][CH:7]=4)[CH2:31][CH2:30][C:29]4([O:32][CH2:33][CH2:34][O:35]4)[CH2:28][CH2:27]3)[CH:21]=[CH:22][C:23]=2[O:24][CH3:25])[CH2:13][CH2:14][CH2:15][CH2:16]1 |^1:66,68,87,106|. Procedure details: A solution of 4-(2-hydroxyethoxy)phenyl iodide (0.059 g, 0.22 mmol), and 4-(3-cyclopentyloxy-4-methoxyphenyl)-1,1-(ethylenedioxy)-4-ethynylcyclohexane (0.080 g, 0.22 nmol) in dry piperidine (1 mL) was treated with a mixture of tetrakis(triphenylphosphine)palladium (0.013 g, 0.011 mmol), cuprous iodide (0.0025 g, 0.013 mmol), and triphenylphosphine (crystal), as described above in Example 11. Purification of the crude product by chromatography (silica gel, 1 to 2% methanol in methylene chloride) ... Reactants: CCOC(=O)C(=O)c1csc(N)n1, O=S(=O)(Cl)c1ccc(-c2ccccc2)cc1. The product is CCOC(=O)C(=O)c1csc(NS(=O)(=O)c2ccc(-c3ccccc3)cc2)n1. Reaction SMILES: [NH2:1][c:2]1[s:3][cH:4][c:5]([C:7]([C:8](=[O:9])[O:10][CH2:11][CH3:12])=[O:13])[n:6]1.[c:14]1(-[c:20]2[cH:21][cH:22][c:23]([S:26](=[O:27])(=[O:28])[Cl:29])[cH:24][cH:25]2)[cH:15][cH:16][cH:17][cH:18][cH:19]1>>[NH:1]([c:2]1[s:3][cH:4][c:5]([C:7]([C:8](=[O:9])[O:10][CH2:11][CH3:12])=[O:13])[n:6]1)[S:26]([c:23]1[cH:22][cH:21][c:20](-[c:14]2[cH:15][cH:16][cH:17][cH:18][cH:19]2)[cH:25][cH:24]1)(=[O:27])=[O:28].